This data is from the Open Reaction Database (ORD), a public repository of structured organic reaction records. The task is: describe an organic reaction: reactants, conditions, products, and yield The reactants are C1(CC1)N1C=C(C(C2=C(C(=C(C(=C12)F)F)F)C)=O)C(=O)O (1-cyclopropyl-6,7,8-trifluoro-1,4-dihydro-5-methyl-4-oxo-3-quinolinecarboxylic acid), CC1NCCNC1 (2-methylpiperazine). The solvent is C(C)#N (acetonitrile). Product: C1(CC1)N1C=C(C(C2=C(C(=C(C(=C12)F)N1CC(NCC1)C)F)C)=O)C(=O)O (1-Cyclopropyl-6,8-difluoro-1,4-dihydro-5-methyl-7-[3-methyl-1-piperazinyl]-4-oxo-3-quinolinecarboxylic acid). Yield: 74.9%. Reaction SMILES: [CH:1]1([N:4]2[C:13]3[C:8](=[C:9]([CH3:17])[C:10]([F:16])=[C:11](F)[C:12]=3[F:14])[C:7](=[O:18])[C:6]([C:19]([OH:21])=[O:20])=[CH:5]2)[CH2:3][CH2:2]1.[CH3:22][CH:23]1[CH2:28][NH:27][CH2:26][CH2:25][NH:24]1>C(#N)C>[CH:1]1([N:4]2[C:13]3[C:8](=[C:9]([CH3:17])[C:10]([F:16])=[C:11]([N:27]4[CH2:26][CH2:25][NH:24][CH:23]([CH3:22])[CH2:28]4)[C:12]=3[F:14])[C:7](=[O:18])[C:6]([C:19]([OH:21])=[O:20])=[CH:5]2)[CH2:2][CH2:3]1. Procedure: A suspension of 0.80 g (2.69 mmol) of 1-cyclopropyl-6,7,8-trifluoro-1,4-dihydro-5-methyl-4-oxo-3-quinolinecarboxylic acid, 1.08 g (10.8 mmol) of 2-methylpiperazine, and 20 mL of acetonitrile was refluxed for 3 hours, then cooled in an ice bath. The precipitate was collected, washed with water and acetonitrile, and dried in vacuo to give 0.76 g of the title compound, mp 187°-188° C. Starting materials: CCO, CCOC(=O)c1cc(=O)c2c(OCCOc3ccc(N)cc3)cccc2o1, [Na+], [Na+], O=C([O-])[O-]. Yields the product Nc1ccc(OCCOc2cccc3oc(C(=O)[O-])cc(=O)c23)cc1, [Na+]. Reaction SMILES: [CH3:34][CH2:35][OH:36].[NH2:1][c:2]1[cH:3][cH:4][c:5]([O:6][CH2:7][CH2:8][O:9][c:10]2[c:11]3[c:12](=[O:25])[cH:13][c:14]([C:20](=[O:21])[O:22][CH2:23][CH3:24])[o:15][c:16]3[cH:17][cH:18][cH:19]2)[cH:26][cH:27]1.[Na+:28].[Na+:29].[O-:30][C:31](=[O:32])[O-:33]>>[NH2:1][c:2]1[cH:3][cH:4][c:5]([O:6][CH2:7][CH2:8][O:9][c:10]2[c:11]3[c:12](=[O:25])[cH:13][c:14]([C:20](=[O:21])[O-:22])[o:15][c:16]3[cH:17][cH:18][cH:19]2)[cH:26][cH:27]1.[Na+:28]. The reactants are BrCCCCCCCF (1-bromo-7-fluoroheptane), [Mg] (magnesium), Cl[SiH]1CCC(CC1)C1=CC(=C(C=C1)F)F (4-(4-chloro-4-silacyclohexyl) -1.2-difluorobenzene). Solvent: C1CCOC1 (THF), C1CCOC1 (THF). Yields the product FCCCCCCC[SiH]1CCC(CC1)C1=CC(=C(C=C1)F)F (4-(4-(7-fluoroheptyl)-4-silacyclohexyl)-1,2-difluorobenzene). The yield is 93.0%. Reaction SMILES: Br[CH2:2][CH2:3][CH2:4][CH2:5][CH2:6][CH2:7][CH2:8][F:9].[Mg].Cl[SiH:12]1[CH2:17][CH2:16][CH:15]([C:18]2[CH:23]=[CH:22][C:21]([F:24])=[C:20]([F:25])[CH:19]=2)[CH2:14][CH2:13]1>C1COCC1>[F:9][CH2:8][CH2:7][CH2:6][CH2:5][CH2:4][CH2:3][CH2:2][SiH:12]1[CH2:13][CH2:14][CH:15]([C:18]2[CH:23]=[CH:22][C:21]([F:24])=[C:20]([F:25])[CH:19]=2)[CH2:16][CH2:17]1. Reported procedure: 3.0 g (20 mmol) of 1-bromo-7-fluoroheptane was dripped into a mixture of 0.5 g of magnesium (21 mmol) and 50 ml of THF to obtain Grignard's reagent. This reagent was then dripped into a 50 ml THF solution of 4.9 g (20 mmol) of 4-(4-chloro-4-silacyclohexyl) -1.2-difluorobenzene to obtain 4-(4-(7-fluoroheptyl)-4-silacyclohexyl)-1,2-difluorobenzene. As a reaction SMILES: [Br:1][c:2]1[c:3]([N+:15](=[O:16])[O-:17])[cH:4][c:5]([C:11]([F:12])([F:13])[F:14])[c:6]([O:8][CH2:9][CH3:10])[cH:7]1.[CH3:22][N:23]1[CH2:24][CH2:25][CH2:26][C:27]1=[O:28].[ClH:21].[Cu:18][C:19]#[N:20]>>[c:2]1([C:19]#[N:20])[c:3]([N+:15](=[O:16])[O-:17])[cH:4][c:5]([C:11]([F:12])([F:13])[F:14])[c:6]([O:8][CH2:9][CH3:10])[cH:7]1. Product: CCOc1cc(C#N)c([N+](=O)[O-])cc1C(F)(F)F. The reactants are CCOc1cc(Br)c([N+](=O)[O-])cc1C(F)(F)F, CN1CCCC1=O, Cl, N#C[Cu]. Reactants: CC(C)(C)OC(=O)N1CCN(c2ncc(N)cn2)CC1, ClCCl, CN(C)C=O, O=C(Cl)C(=O)Cl, O=C(O)c1nc(-c2ccccc2)oc1C(F)(F)F, c1ccncc1. Yields the product CC(C)(C)OC(=O)N1CCN(c2ncc(NC(=O)c3nc(-c4ccccc4)oc3C(F)(F)F)cn2)CC1. Reaction SMILES: [C:30]([CH3:31])([CH3:32])([CH3:33])[O:34][C:35](=[O:36])[N:37]1[CH2:38][CH2:39][N:40]([c:43]2[n:44][cH:45][c:46]([NH2:49])[cH:47][n:48]2)[CH2:41][CH2:42]1.[CH2:50]([Cl:51])[Cl:52].[CH3:25][N:26]([CH3:27])[CH:28]=[O:29].[Cl:19][C:20]([C:21]([Cl:22])=[O:23])=[O:24].[c:1]1(-[c:7]2[o:8][c:9]([C:15]([F:16])([F:17])[F:18])[c:10]([C:12](=[O:13])[OH:14])[n:11]2)[cH:2][cH:3][cH:4][cH:5][cH:6]1.[cH:53]1[cH:54][cH:55][n:56][cH:57][cH:58]1>>[c:1]1(-[c:7]2[o:8][c:9]([C:15]([F:16])([F:17])[F:18])[c:10]([C:12](=[O:14])[NH:49][c:46]3[cH:45][n:44][c:43]([N:40]4[CH2:39][CH2:38][N:37]([C:35]([O:34][C:30]([CH3:31])([CH3:32])[CH3:33])=[O:36])[CH2:42][CH2:41]4)[n:48][cH:47]3)[n:11]2)[cH:2][cH:3][cH:4][cH:5][cH:6]1. Starting materials: C(C)(=O)OCC (Ethyl acetate), CO (methanol), NC1=CC=C(C=C1)C(C1=CC=C(C=C1)N)C1=CC=C(C=C1)N (Tris(4-aminophenyl)methane), C(=O)O (formic acid), Cl.C(C)N=C=NCCCN(C)C (1-ethyl-3-(3-dimethylaminopropyl)carbodiimide hydrochloride). The reagents and catalysts are CN(C1=CC=NC=C1)C (4-dimethylaminopyridine). Run in O (water), ClCCl (dichloromethane). Run at time 2 day. The product is C(=O)NC1=CC=C(C=C1)C(C1=CC=C(C=C1)NC=O)C1=CC=C(C=C1)NC=O (tris(4-formylaminophenyl)methane). Yield: 44.0%. Reaction SMILES: [NH2:1][C:2]1[CH:7]=[CH:6][C:5]([CH:8]([C:16]2[CH:21]=[CH:20][C:19]([NH2:22])=[CH:18][CH:17]=2)[C:9]2[CH:14]=[CH:13][C:12]([NH2:15])=[CH:11][CH:10]=2)=[CH:4][CH:3]=1.[CH:23]([OH:25])=O.Cl.C(N=C=NCCCN(C)C)C.[C:38](OCC)(=[O:40])C.[CH3:44][OH:45]>CN(C)C1C=CN=CC=1.ClCCl.O>[CH:38]([NH:1][C:2]1[CH:7]=[CH:6][C:5]([CH:8]([C:9]2[CH:14]=[CH:13][C:12]([NH:15][CH:23]=[O:25])=[CH:11][CH:10]=2)[C:16]2[CH:21]=[CH:20][C:19]([NH:22][CH:44]=[O:45])=[CH:18][CH:17]=2)=[CH:4][CH:3]=1)=[O:40] |f:2.3|. Procedure: Tris(4-aminophenyl)methane (2.9 g), formic acid (4.6 g) and 4-dimethylaminopyridine (122 mg) were dissolved in dichloromethane (30 ml), after which 1-ethyl-3-(3-dimethylaminopropyl)carbodiimide hydrochloride (9.61 g) was added under a nitrogen atmosphere at 5° C., the temperature was raised to room temperature, and the mixture was stirred for 2 days. Ethyl acetate (100 ml) and water (50 ml) were added to the reaction mixture which was then vigorously shaken, and the organic layer was washed with... The reactants are C(C)(C)(C)OC(NC1(CCC1)C1=CC=C(C=C1)C1=C(OC2=C(C(=CC=C2C1=O)N)N)C1=CC=CC=C1)=O ({1-[4-(7,8-diamino-4-oxo-2-phenyl-4H-chromen-3-yl)-phenyl]-cyclobutyl}-carbamic acid tert-butyl ester), CC(C([O-])([O-])[O-])(C)C (trimethylorthoacetate), II (iodine), CC(C([O-])([O-])[O-])(C)C (trimethylorthoacetate), II (iodine). Run in CC#N (CH3CN). Conditions: time 2.5 hour. Yields the product C(C)(C)(C)OC(NC1(CCC1)C1=CC=C(C=C1)C1=C(OC2=C(C1=O)C=CC=1N=C(NC12)C)C1=CC=CC=C1)=O ({1-[4-(2-Methyl-6-oxo-8-phenyl-1,6-dihydro-chromeno[7,8-d]imidazol-7-yl)-phenyl]-cyclobutyl}-carbamic acid tert-butyl ester). The yield is 41.9%. RXN SMILES: [C:1]([O:5][C:6](=[O:37])[NH:7][C:8]1([C:12]2[CH:17]=[CH:16][C:15]([C:18]3[C:27](=[O:28])[C:26]4[C:21](=[C:22]([NH2:30])[C:23]([NH2:29])=[CH:24][CH:25]=4)[O:20][C:19]=3[C:31]3[CH:36]=[CH:35][CH:34]=[CH:33][CH:32]=3)=[CH:14][CH:13]=2)[CH2:11][CH2:10][CH2:9]1)([CH3:4])([CH3:3])[CH3:2].[CH3:38][C:39](C)(C)C([O-])([O-])[O-].II>CC#N>[C:1]([O:5][C:6](=[O:37])[NH:7][C:8]1([C:12]2[CH:13]=[CH:14][C:15]([C:18]3[C:27](=[O:28])[C:26]4[CH:25]=[CH:24][C:23]5[N:29]=[C:38]([CH3:39])[NH:30][C:22]=5[C:21]=4[O:20][C:19]=3[C:31]3[CH:32]=[CH:33][CH:34]=[CH:35][CH:36]=3)=[CH:16][CH:17]=2)[CH2:11][CH2:10][CH2:9]1)([CH3:4])([CH3:2])[CH3:3]. Procedure: To a solution of {1-[4-(7,8-diamino-4-oxo-2-phenyl-4H-chromen-3-yl)-phenyl]-cyclobutyl}-carbamic acid tert-butyl ester (80 mg, 0.16 mmol) in CH3CN (8 mL) was added trimethylorthoacetate (25 μL, 0.20 mmol) and iodine (4 mg, 0.016 mmol) and the reaction mixture was stirred at RT for 2.5 hours. Further trimethylorthoacetate (50 μL, 0.40 mmol) and iodine (24 mg, 0.096 mmol) were added and the reaction stirred for 1 hour. The reaction was quenched with aqueous Na2S2O3, diluted with ethyl acetate and ...